This data is from the Open Reaction Database (ORD), a public repository of structured organic reaction records. The task is: describe an organic reaction: reactants, conditions, products, and yield Procedure details: A stirred solution of 47.5 parts of 4-[4-[[1-[(4-fluorophenyl)methyl]-1H-benzimidazol-2-yl]amino]-1-piperidinyl]-2-butanone and 500 parts of acetic acid was acidified with a hydrobromic acid solution in glacial acetic acid. Then there were added dropwise 11.8 parts of bromine dissolved in acetic acid. Upon completion, stirring was continued overnight at room temperature. The precipitated product was filtered off and suspended in 2-propanone. The product was filtered off and dried, yielding 23 pa... Reactants: BrBr (bromine), Br (hydrobromic acid), 47.5, FC1=CC=C(C=C1)CN1C(=NC2=C1C=CC=C2)NC2CCN(CC2)CCC(C)=O (4-[4-[[1-[(4-fluorophenyl)methyl]-1H-benzimidazol-2-yl]amino]-1-piperidinyl]-2-butanone). Run in C(C)(=O)O (acetic acid), C(C)(=O)O (acetic acid), C(C)(=O)O (acetic acid). Run at time 8 hour. The product is 23, Br.Br.BrCC(CCN1CCC(CC1)NC1=NC2=C(N1CC1=CC=C(C=C1)F)C=CC=C2)=O (1-bromo-4-[4-[[1-[(4-fluorophenyl)methyl]-1H-benzimidazol-2-yl]amino]-1-piperidinyl]-2-butanone dihydrobromide). Reaction SMILES: [F:1][C:2]1[CH:7]=[CH:6][C:5]([CH2:8][N:9]2[C:13]3[CH:14]=[CH:15][CH:16]=[CH:17][C:12]=3[N:11]=[C:10]2[NH:18][CH:19]2[CH2:24][CH2:23][N:22]([CH2:25][CH2:26][C:27](=[O:29])[CH3:28])[CH2:21][CH2:20]2)=[CH:4][CH:3]=1.[BrH:30].BrBr>C(O)(=O)C>[BrH:30].[BrH:30].[Br:30][CH2:28][C:27](=[O:29])[CH2:26][CH2:25][N:22]1[CH2:23][CH2:24][CH:19]([NH:18][C:10]2[N:9]([CH2:8][C:5]3[CH:6]=[CH:7][C:2]([F:1])=[CH:3][CH:4]=3)[C:13]3[CH:14]=[CH:15][CH:16]=[CH:17][C:12]=3[N:11]=2)[CH2:20][CH2:21]1 |f:4.5.6|. The yield is 48.3%.